This data is from the Open Reaction Database (ORD), a public repository of structured organic reaction records. The task is: describe an organic reaction: reactants, conditions, products, and yield Reactants: FC(C1=C(C(=C(C(=N1)C(F)(F)F)C(=O)OCC)Cl)C(=O)OC)F (3-Ethyl 5-methyl 6-(difluoromethyl)-4-chloro-2-(trifluoromethyl)-3,5-pyridinedicarboxylate), C1(CCCC1)S (cyclopentylmercaptan), 60NaH. Solvent: C1CCOC1 (THF). Product: C1(CCCC1)SC1=C(C(=NC(=C1C(=O)OC)C(F)F)C(F)(F)F)C(=O)OCC (3-Ethyl 5-methyl 4-(cyclopentylthio)-6-(difluoromethyl)-2-(trifluoromethyl)-3,5-pyridinedicarboxylate). Isolated yield 107.1%. Reaction SMILES: [F:1][CH:2]([F:23])[C:3]1[N:8]=[C:7]([C:9]([F:12])([F:11])[F:10])[C:6]([C:13]([O:15][CH2:16][CH3:17])=[O:14])=[C:5](Cl)[C:4]=1[C:19]([O:21][CH3:22])=[O:20].[CH:24]1([SH:29])[CH2:28][CH2:27][CH2:26][CH2:25]1>C1COCC1>[CH:24]1([S:29][C:5]2[C:4]([C:19]([O:21][CH3:22])=[O:20])=[C:3]([CH:2]([F:23])[F:1])[N:8]=[C:7]([C:9]([F:12])([F:11])[F:10])[C:6]=2[C:13]([O:15][CH2:16][CH3:17])=[O:14])[CH2:28][CH2:27][CH2:26][CH2:25]1. Procedure: This compound was prepared as described in Example 108: 3 g (0.0083 mol) of product of Example 103, 1.02 g (0.01 mol) of cyclopentylmercaptan and 0.36 g (0.009 mol) of 60NaH in 50 ml of dry THF were reacted affording 3.8 g of a red oil. Crude was purified by HPLC using 1ethyl acetate/cyclohexane as eluting solvent to give 2.5 g of a light yellow oil which gas chromatography showed to be 94% pure. This material was passed through a spinning plate preparative chromatograph in two different portion... Starting materials: FC1(C=2NN=CC2C2COCC1N2S(=O)(=O)C2=C(C=CC=C2)[N+](=O)[O-])F (7,7-difluoro-12-(2-nitro-benzenesulfonyl)-10-oxa-4,5,12-triaza-tricyclo[6.3.1.0*2,6*]dodeca-2(6),3-diene), [Li+].[OH-] (LiOH), SCC(=O)O (mercaptoacetic acid). Run in CN(C)C=O (DMF). Conditions: time 3 hour. Yields the product FC1(C=2ON=CC2C2COCC1N2)F (7,7-difluoro-5,10-dioxa-4,12-diaza-tricyclo[6.3.1.0*2,6*]dodeca-2(6),3-diene). RXN SMILES: [F:1][C:2]1([F:26])[CH:12]2[N:13](S(C3C=CC=CC=3[N+]([O-])=O)(=O)=O)[CH:8]([CH2:9][O:10][CH2:11]2)[C:7]2[CH:6]=[N:5]N[C:3]1=2.[Li+].[OH-].SCC(O)=[O:32]>CN(C=O)C>[F:1][C:2]1([F:26])[CH:12]2[NH:13][CH:8]([CH2:9][O:10][CH2:11]2)[C:7]2[CH:6]=[N:5][O:32][C:3]1=2 |f:1.2|. Procedure details: To a mixture of compound 107e (100 mg, 0.26 mmol, 1.0 eq) and LiOH (33 mg, 0.78 mmol, 3.0 eq) in DMF (5 mL) was added mercaptoacetic acid (36 mg, 0.4 mmol, 1.5 eq) slowly, the mixture was stirred at room temperature for 3 h. The solvent was removed in vacuo to give 7,7-difluoro-5,10-dioxa-4,12-diaza-tricyclo[6.3.1.0*2,6*]dodeca-2(6),3-diene 107a as an oil, used in next step without further purification. MS: calc'd (MH+) 202, measured (MH+) 202.